From a dataset of the Open Reaction Database (ORD), a public repository of structured organic reaction records. describe an organic reaction: reactants, conditions, products, and yield The solvent is CN(C)C=O (DMF), CN(C)C=O (DMF). The yield is 56.9%. Starting materials: [H-].[Na+] (Sodium hydride), CN1CC2=C(NC=3C=CC(=CC23)C)CC1 (2,8-Dimethyl-2,3,4,5-tetrahydro-1H-pyrido[4,3-b]indole), COC1=NC=C(C=C1)C1OC1 (2-Methoxy-5-oxiranyl-pyridine). Reaction conditions: time 3 hour. Reaction SMILES: [CH3:1][N:2]1[CH2:15][CH2:14][C:5]2[NH:6][C:7]3[CH:8]=[CH:9][C:10]([CH3:13])=[CH:11][C:12]=3[C:4]=2[CH2:3]1.[H-].[Na+].[CH3:18][O:19][C:20]1[CH:25]=[CH:24][C:23]([CH:26]2[CH2:28][O:27]2)=[CH:22][N:21]=1>CN(C=O)C>[CH3:1][N:2]1[CH2:15][CH2:14][C:5]2[N:6]([CH2:28][CH:26]([C:23]3[CH:22]=[N:21][C:20]([O:19][CH3:18])=[CH:25][CH:24]=3)[OH:27])[C:7]3[CH:8]=[CH:9][C:10]([CH3:13])=[CH:11][C:12]=3[C:4]=2[CH2:3]1 |f:1.2|. Product: CN1CC2=C(N(C=3C=CC(=CC23)C)CC(O)C=2C=NC(=CC2)OC)CC1 (2-(2,8-dimethyl-1,2,3,4-tetrahydro-pyrido[4,3-b]indol-5-yl)-1-(6-methoxy-pyridin-3-yl)-ethanol). Reported procedure: 2,8-Dimethyl-2,3,4,5-tetrahydro-1H-pyrido[4,3-b]indole (1.0 g, 5.0 mmol) was dissolved in DMF (8 mL). Sodium hydride (600 mg, 15 mmol) was added portionwise under nitrogen at 0° C. 2-Methoxy-5-oxiranyl-pyridine (1.130 g, 7.5 mmol) was diluted in DMF (2 mL) was added dropwise under nitrogen atmosphere and the reaction mixture stirred at RT for 3 h. By monitoring TLC & NMR after consumption of starting material, the reaction mixture was then quenched with ice water and extracted with EtOAc (3×40 m... Starting materials: Sc1cccc(Br)c1, CCOC(CBr)OCC, CS(C)=O, [K+], [OH-], O. The product is CCOC(CSc1cccc(Br)c1)OCC. As a reaction SMILES: [Br:1][c:2]1[cH:3][c:4]([SH:8])[cH:5][cH:6][cH:7]1.[CH2:11]([CH3:12])[O:13][CH:14]([CH2:15][Br:16])[O:17][CH2:18][CH3:19].[CH3:20][S:21]([CH3:22])=[O:23].[K+:10].[OH-:9].[OH2:24]>>[Br:1][c:2]1[cH:3][c:4]([S:8][CH2:15][CH:14]([O:13][CH2:11][CH3:12])[O:17][CH2:18][CH3:19])[cH:5][cH:6][cH:7]1.